This data is from the Open Reaction Database (ORD), a public repository of structured organic reaction records. The task is: describe an organic reaction: reactants, conditions, products, and yield Starting materials: BrCCCCCCBr, [Na+], [OH-], O, OCCCc1cccs1. Product: BrCCCCCCOCCCc1cccs1. RXN SMILES: [Br:10][CH2:11][CH2:12][CH2:13][CH2:14][CH2:15][CH2:16][Br:17].[Na+:19].[OH-:18].[OH2:20].[s:1]1[c:2]([CH2:6][CH2:7][CH2:8][OH:9])[cH:3][cH:4][cH:5]1>>[s:1]1[c:2]([CH2:6][CH2:7][CH2:8][O:9][CH2:16][CH2:15][CH2:14][CH2:13][CH2:12][CH2:11][Br:10])[cH:3][cH:4][cH:5]1.